Dataset: the Open Reaction Database (ORD), a public repository of structured organic reaction records. Task: describe an organic reaction: reactants, conditions, products, and yield Starting materials: C(C=CC=CC)OC(=O)C1=C(NC(=C(C1C1=CC(=CC=C1)[N+](=O)[O-])C(=O)O)C)C (4-(3-nitrophenyl)-2,6-dimethyl-1,4-dihydropyridine-3,5-dicarboxylic acid mono (2,4-hexadienyl) ester), C(C)(C)(C)O (tert-butanol), C1(CCCCC1)N=C=NC1CCCCC1 (dicyclohexylcarbodiimide). The reagents and catalysts are CN(C1=CC=NC=C1)C (4-dimethylaminopyridine). Solvent: ClC(C)Cl (dichloroethane). Yields the product [N+](=O)([O-])C=1C=C(C=CC1)C1C(=C(NC(=C1C(=O)OCC=CC=CC)C)C)C(=O)OC(C)(C)C (tert-butyl 2,4-hexadienyl 4-(3-nitrophenyl)-2,6-dimethyl-1,4-dihydropyridine-3,5-dicarboxylate). Isolated yield 73.1%. As a reaction SMILES: [CH2:1]([O:7][C:8]([C:10]1[CH:15]([C:16]2[CH:21]=[CH:20][CH:19]=[C:18]([N+:22]([O-:24])=[O:23])[CH:17]=2)[C:14]([C:25]([OH:27])=[O:26])=[C:13]([CH3:28])[NH:12][C:11]=1[CH3:29])=[O:9])[CH:2]=[CH:3][CH:4]=[CH:5][CH3:6].[C:30](O)([CH3:33])([CH3:32])[CH3:31].C1(N=C=NC2CCCCC2)CCCCC1>CN(C)C1C=CN=CC=1.ClC(Cl)C>[N+:22]([C:18]1[CH:17]=[C:16]([CH:15]2[C:10]([C:8]([O:7][CH2:1][CH:2]=[CH:3][CH:4]=[CH:5][CH3:6])=[O:9])=[C:11]([CH3:29])[NH:12][C:13]([CH3:28])=[C:14]2[C:25]([O:27][C:30]([CH3:33])([CH3:32])[CH3:31])=[O:26])[CH:21]=[CH:20][CH:19]=1)([O-:24])=[O:23]. Procedure details: 199 mg (0.5 mM) of 4-(3-nitrophenyl)-2,6-dimethyl-1,4-dihydropyridine-3,5-dicarboxylic acid mono (2,4-hexadienyl) ester, 44 mg (0.6 mM) of tert-butanol, 113 mg (0.55 mM) of dicyclohexylcarbodiimide and 61 mg (0.5 mM) of 4-dimethylaminopyridine were dissolved in 5 ml of dichloroethane, and refluxed for 2 hours. After the reaction mixture was chilled, insoluble matters were filtered off. The solvent was evaporated under reduced pressure, and the residue was purified by silicas gel column chromatog... Starting materials: C(C)N1N=C(C(=C(C1=O)Cl)Cl)Cl (2-ethyl-4,5,6-trichloro-3(2H)pyridazinone), C(CC)OC=1C=C(CN)C=CC1OC (3-n-propoxy-4-methoxybenzylamine). Run in C(C)O (ethanol). Reaction conditions: time 3.5 hour. Product: C(C)N1N=C(C(=C(C1=O)Cl)NCC1=CC(=C(C=C1)OC)OCCC)Cl (2-ethyl-4,6-dichloro-5-(3-n-propoxy-4-methoxybenzylamino)-3(2H)pyridazinone). RXN SMILES: [CH2:1]([N:3]1[C:8](=[O:9])[C:7]([Cl:10])=[C:6](Cl)[C:5]([Cl:12])=[N:4]1)[CH3:2].[CH2:13]([O:16][C:17]1[CH:18]=[C:19]([CH:22]=[CH:23][C:24]=1[O:25][CH3:26])[CH2:20][NH2:21])[CH2:14][CH3:15]>C(O)C>[CH2:1]([N:3]1[C:8](=[O:9])[C:7]([Cl:10])=[C:6]([NH:21][CH2:20][C:19]2[CH:22]=[CH:23][C:24]([O:25][CH3:26])=[C:17]([O:16][CH2:13][CH2:14][CH3:15])[CH:18]=2)[C:5]([Cl:12])=[N:4]1)[CH3:2]. Procedure details: A mixture comprising 455 mg of 2-ethyl-4,5,6-trichloro-3(2H)pyridazinone, 1.20 g of 3-n-propoxy-4-methoxybenzylamine and 20 ml of ethanol, was refluxed under stirring for 3.5 hours. Ethanol was distilled off under reduced pressure, and water was poured into the residue thereby obtained. The mixture was extracted with ethyl acetate. The extract was washed with dilute hydrochloric acid and water in this order and dried over sodium sulfate. Then, the solvent was distilled off to obtain a light brow... Starting materials: P(=O)(Cl)(Cl)Cl (phosphoryl chloride), FC1=C(C=C(C=C1)S(=O)(=O)O)[N+](=O)[O-] (4-fluoro-3-nitrobenzenesulfonic acid), P(Cl)(Cl)(Cl)(Cl)Cl (phosphorus pentachloride). Product: FC1=C(C=C(C=C1)S(=O)(=O)Cl)[N+](=O)[O-] (4-Fluoro-3-nitrobenzenesulfonyl Chloride). Isolated yield 81.7%. Reaction SMILES: P(Cl)(Cl)(Cl)=O.[F:6][C:7]1[CH:12]=[CH:11][C:10]([S:13](O)(=[O:15])=[O:14])=[CH:9][C:8]=1[N+:17]([O-:19])=[O:18].P(Cl)(Cl)(Cl)(Cl)[Cl:21]>>[F:6][C:7]1[CH:12]=[CH:11][C:10]([S:13]([Cl:21])(=[O:15])=[O:14])=[CH:9][C:8]=1[N+:17]([O-:19])=[O:18]. Procedure: To 2-fluoronitrobenzene (2.33 g) was added fuming sulfuric acid (20 mL), and the mixture was stirred at 60° C. for 30 minutes. The reaction mixture was cooled to room temperature. The reaction mixture was poured into ice and potassium chloride (10 g), and the resulting mixture was stirred at room temperature for 30 minutes. The precipitated crystals were collected by filtration. The collected crystals were washed with water, and dried under reduced pressure to give 4-fluoro-3-nitrobenzenesulfoni... RXN SMILES: [N:1]1([C:5](=[O:23])[CH2:6][C:7]2[CH:12]=[CH:11][C:10]([O:13]CC3C=CC=CC=3)=[CH:9][C:8]=2[O:21][CH3:22])[CH2:4][CH2:3][CH2:2]1>C(O)C.[OH-].[OH-].[Pd+2]>[N:1]1([C:5](=[O:23])[CH2:6][C:7]2[CH:12]=[CH:11][C:10]([OH:13])=[CH:9][C:8]=2[O:21][CH3:22])[CH2:4][CH2:3][CH2:2]1 |f:2.3.4|. Reaction conditions: time 8 hour. The reactants are N1(CCC1)C(CC1=C(C=C(C=C1)OCC1=CC=CC=C1)OC)=O (1-(azetidin-1-yl)-2-[4-(benzyloxy)-2-methoxyphenyl]ethanone). Procedure details: 1-(azetidin-1-yl)-2-[4-(benzyloxy)-2-methoxyphenyl]ethanone (1.26 g, 4.05 mmol) was dissolved in ethanol (10 ml) and palladium hydroxide on carbon (20%) (284 mg, 0.405 mmol) added. The mixture was stirred under an atmosphere of hydrogen gas at RT overnight. The mixture was filtered and the filtrate concentrated under reduced pressure. The reside was purified by column chromatography using a Biotage RP C18 cartridge (30 g) using a gradient eluant of 0-30% water: acetonitrile+0.05% formic acid to ... Reagents/catalysts: [OH-].[OH-].[Pd+2] (palladium hydroxide on carbon). Yields the product N1(CCC1)C(CC1=C(C=C(C=C1)O)OC)=O (1-(azetidin-1-yl)-2-(4-hydroxy-2-methoxyphenyl)ethanone). Solvent: C(C)O (ethanol). Starting materials: C[Si](C#CC1=CC=C(C=N1)NC(OC(C)(C)C)=O)(C)C (tert-butyl 6-(2-(trimethylsilyl)ethynyl)pyridin-3-ylcarbamate), [F-].C(CCC)[N+](CCCC)(CCCC)CCCC (tetrabutylammonium fluoride). Solvent: C1CCOC1 (THF). Reaction conditions: time 40 minute. Yields the product C(#C)C1=CC=C(C=N1)NC(OC(C)(C)C)=O (tert-Butyl 6-ethynylpyridin-3-ylcarbamate). Yield: 98.2%. RXN SMILES: C[Si](C)(C)[C:3]#[C:4][C:5]1[N:10]=[CH:9][C:8]([NH:11][C:12](=[O:18])[O:13][C:14]([CH3:17])([CH3:16])[CH3:15])=[CH:7][CH:6]=1.[F-].C([N+](CCCC)(CCCC)CCCC)CCC>C1COCC1>[C:4]([C:5]1[N:10]=[CH:9][C:8]([NH:11][C:12](=[O:18])[O:13][C:14]([CH3:16])([CH3:15])[CH3:17])=[CH:7][CH:6]=1)#[CH:3] |f:1.2|. Reported procedure: A solution of tert-butyl 6-(2-(trimethylsilyl)ethynyl)pyridin-3-ylcarbamate (62 mg, 0.21 mmol) in THF (5 mL) was cooled to −15° C. and treated with 1.0 M tetrabutylammonium fluoride (Aldrich, 0.25 mL, 0.25 mmol) and stirred for 40 min. The mixture was concentrated in vacuo and partitioned between EtOAc and saturated aqueous NaHCO3 solution. The EtOAc phase was washed with brine, dried (MgSO4) and concentrated in vacuo to give the title compound (45 mg, 100%) as an off-white solid. 1H NMR (DMSO-d... Reactants: C1(=CC=C(C=C1)S(=O)(=O)O)C (p-toluenesulphonic acid), CC(=O)C (acetone), O[C@@H]1[C@@H]([C@H](NC=2C=3N(C=CC12)C=C(N3)C)C3=CC=CC=C3)O ((7S,8R,9R)-7,8-dihydroxy-2-methyl-9-phenyl-7,8,9,10-tetrahydroimidazo[1,2-h][1,7]naphthyridine). The solvent is COC(C)(C)OC (dimethoxypropane). Run at temperature 25 celsius, time 96 hour. Yields the product O[C@@H]1[C@H](NC=2C=3N(C=CC2[C@@H]1OC)C=C(N3)C)C3=CC=CC=C3 ((7S,8R,9R)-8-Hydroxy-7-methoxy-2-methyl-9-phenyl-7,8,9,10-tetrahydroimidazo[1,2-h][1,7]naphthyridine). As a reaction SMILES: [OH:1][C@H:2]1[C:11]2[CH:10]=[CH:9][N:8]3[CH:12]=[C:13]([CH3:15])[N:14]=[C:7]3[C:6]=2[NH:5][C@H:4]([C:16]2[CH:21]=[CH:20][CH:19]=[CH:18][CH:17]=2)[C@H:3]1[OH:22].[C:23]1(C)C=CC(S(O)(=O)=O)=CC=1.CC(C)=O>COC(OC)(C)C>[OH:22][C@H:3]1[C@@H:2]([O:1][CH3:23])[C:11]2[CH:10]=[CH:9][N:8]3[CH:12]=[C:13]([CH3:15])[N:14]=[C:7]3[C:6]=2[NH:5][C@@H:4]1[C:16]1[CH:21]=[CH:20][CH:19]=[CH:18][CH:17]=1. Procedure: To a suspension of 0.62 g (2.10 mmol) (7S,8R,9R)-7,8-dihydroxy-2-methyl-9-phenyl-7,8,9,10-tetrahydroimidazo[1,2-h][1,7]naphthyridine in dimethoxypropane is added 0.51 g (26.2 mmol) p-toluenesulphonic acid and acetone (4.0 ml). The mixture is stirred for 6 h at 60° C. and 96 h at 25° C. The reaction is quenched by adding of saturated aqueous sodium hydrogen carbonate solution. Subsequently the mixture is extracted twice with dichloromethane. The combined organic layers are washed with brine, drie... Reactants: C(C)(C)(C)OC(=O)CNC=1C=C(C=CC1)C=1C=NC(=NC1)C=CC(=O)OC (methyl 3-{5-[3-(tert-butoxycarbonylmethylamino)phenyl]pyrimidin-2-yl}acrylate). Reagents/catalysts: [Pd] (Pd/C). The solvent is CO (methanol). Run at temperature 50 celsius. Yields the product C(C)(C)(C)OC(=O)CNC=1C=C(C=CC1)C=1C=NC(=NC1)CCC(=O)OC (methyl 3-{5-[3-(tert-butoxycarbonylmethylamino)phenyl]pyrimidin-2-yl}propanoate). The yield is 39.3%. RXN SMILES: [C:1]([O:5][C:6]([CH2:8][NH:9][C:10]1[CH:11]=[C:12]([C:16]2[CH:17]=[N:18][C:19]([CH:22]=[CH:23][C:24]([O:26][CH3:27])=[O:25])=[N:20][CH:21]=2)[CH:13]=[CH:14][CH:15]=1)=[O:7])([CH3:4])([CH3:3])[CH3:2]>CO.[Pd]>[C:1]([O:5][C:6]([CH2:8][NH:9][C:10]1[CH:11]=[C:12]([C:16]2[CH:17]=[N:18][C:19]([CH2:22][CH2:23][C:24]([O:26][CH3:27])=[O:25])=[N:20][CH:21]=2)[CH:13]=[CH:14][CH:15]=1)=[O:7])([CH3:4])([CH3:3])[CH3:2]. Reported procedure: 30 mg of 10% Pd/C are added to a solution of 0.3 g (0.81 mmol, 1 eq) of methyl 3-{5-[3-(tert-butoxycarbonylmethylamino)phenyl]pyrimidin-2-yl}acrylate (obtained as in 9c) in 3 ml of methanol, in a PARR bomb. The reaction mixture is placed under a hydrogen pressure of 3 bar and is then heated at 50° C. for 12 hours. The reaction medium is cooled to room temperature and then degassed with nitrogen and filtered through Celite. After evaporating off the solvents, the residue is chromatographed on sil... The reactants are C(C)(C)(C)OC1=CC=C(C[C@H](N)C(=O)O)C=C1 (O-t-butyl-tyrosine), C1=CC=CC=2C3=CC=CC=C3C(C12)COC(=O)Cl (9-Fluorenyl-methyloxycarbonyl chloride), C(C)(C)N(CC)C(C)C (Diisopropylethylamine), Tms-Cl. Run in C(Cl)Cl (Methylene chloride). The product is N([C@@H](CC1=CC=C(C=C1)OC(C)(C)C)C(=O)O)C(=O)OCC1C2=CC=CC=C2C2=CC=CC=C12 (Fmoc-Tyr(tBu)). RXN SMILES: [C:1]([O:5][C:6]1[CH:17]=[CH:16][C:9]([CH2:10][C@@H:11]([C:13]([OH:15])=[O:14])[NH2:12])=[CH:8][CH:7]=1)([CH3:4])([CH3:3])[CH3:2].C(N(C(C)C)CC)(C)C.[CH:27]1[C:39]2[CH:38]([CH2:40][O:41][C:42](Cl)=[O:43])[C:37]3[C:32](=[CH:33][CH:34]=[CH:35][CH:36]=3)[C:31]=2[CH:30]=[CH:29][CH:28]=1>C(Cl)Cl>[NH:12]([C:42]([O:41][CH2:40][CH:38]1[C:37]2[C:32](=[CH:33][CH:34]=[CH:35][CH:36]=2)[C:31]2[C:39]1=[CH:27][CH:28]=[CH:29][CH:30]=2)=[O:43])[C@H:11]([C:13]([OH:15])=[O:14])[CH2:10][C:9]1[CH:16]=[CH:17][C:6]([O:5][C:1]([CH3:4])([CH3:2])[CH3:3])=[CH:7][CH:8]=1. Reported procedure: 6.52 g (27.5 mmoles) of finely ground O-t-butyl-tyrosine (Chemical Dynamics Corp.) was placed in a 500 mL round bottom flask (oven dried) which was fitted with a condenser (oven dried). A nitrogen gas line was attached at the top of the condenser. The solid was suspended in 100 mL of dry dioxane and stirred vigorously. Diisopropylethylamine (9.04 mL, 80 mmoles) was added. Tms-Cl (6.98 mL, 55 mmoles) was added and let stir for 1 hour. Methylene chloride (200 mL) was added and the entire mixture w...